Dataset: the Open Reaction Database (ORD), a public repository of structured organic reaction records. Task: describe an organic reaction: reactants, conditions, products, and yield Starting materials: B(Br)(Br)Br (BBr3), COC=1C=C(CNS(=O)(=O)C)C=CC1 (N-(3-methoxy-benzyl)-methanesulfonamide), CS(=O)(=O)N (methanesulfonamide). The solvent is C(Cl)Cl (CH2Cl2), C(Cl)Cl (CH2Cl2). Product: OC=1C=C(CNS(=O)(=O)C)C=CC1 (N-(3-hydroxy-benzyl)-methanesulfonamide). The yield is 102.6%. RXN SMILES: B(Br)(Br)Br.C[O:6][C:7]1[CH:8]=[C:9]([CH:16]=[CH:17][CH:18]=1)[CH2:10][NH:11][S:12]([CH3:15])(=[O:14])=[O:13].CS(N)(=O)=O>C(Cl)Cl>[OH:6][C:7]1[CH:8]=[C:9]([CH:16]=[CH:17][CH:18]=1)[CH2:10][NH:11][S:12]([CH3:15])(=[O:14])=[O:13]. Reported procedure: A solution of BBr3 (1.0M in CH2Cl2, 111 mL, 111 mmol) was slowly added to a solution of N-(3-methoxy-benzyl)-methanesulfonamide (12.000 g, 55.7 mmol) in CH2Cl2(200 mL) at 0° C. The reaction methanesulfonamide (12.000 g, 55.7 mmol) in CH2Cl2(200 mL) at 0° C. The reaction cautiously added and the solution was concentrated in vacuo. Flash chromatography (1:1 hexanes:EtOAc) provided N-(3-hydroxy-benzyl)-methanesulfonamide (11.50 g). 1H NMR (400 MHz, CDCl3) δ 7.20 (m, 1H), 6.84 (m, 2H), 6.77 (m, 1H),... The reactants are O (water), C([O-])([O-])=O.[K+].[K+] (potassium carbonate), BrCCOCC (2-bromoethylethyl ether), BrC=1C=C(C=CC1)O (3-bromophenol). The solvent is CN(C)C=O (DMF). Reaction conditions: temperature 70 celsius, time 16 hour. Product: BrC1=CC(=CC=C1)OCCOCC (1-bromo-3-(2-ethoxyethoxy)benzene). RXN SMILES: [Br:1][C:2]1[CH:3]=[C:4]([OH:8])[CH:5]=[CH:6][CH:7]=1.C(=O)([O-])[O-].[K+].[K+].Br[CH2:16][CH2:17][O:18][CH2:19][CH3:20].O>CN(C=O)C>[Br:1][C:2]1[CH:7]=[CH:6][CH:5]=[C:4]([O:8][CH2:16][CH2:17][O:18][CH2:19][CH3:20])[CH:3]=1 |f:1.2.3|. Procedure details: In DMF (120 ml) was dissolved 3-bromophenol (12 g). To the mixture was added potassium carbonate (12.5 g) and then was added 2-bromoethylethyl ether (9.1 ml), and the mixture was stirred at 70° C. for 16 hours. The reaction mixture was added to water, and the mixture was extracted with ethyl acetate, washed with saturated brine and dried with magnesium sulfate. Under reduced pressure, the solvent was evaporated, and the residue was purified with silica gel column chromatography (hexane/ethyl ace... Starting materials: O (water), FC(C(=O)O)(F)F.C(CCC)OC=1NC(=C2N=C(N=C2N1)OC)N (2-butoxy-8-methoxy-1H-purin-6-amine trifluoroacetate salt), C([O-])([O-])=O.[K+].[K+] (potassium carbonate), BrCCC1OCCC1 (2-(2-Bromoethyl)tetrahydrofuran). Run in CN(C=O)C (N,N-dimethylformamide). Conditions: temperature 60 celsius, time 1 hour. Product: C(CCC)OC1=NC(=C2N=C(N(C2=N1)CCC1OCCC1)OC)N (2-Butoxy-8-methoxy-9-[2-(tetrahydrofuran-2-yl)ethyl]-9H-Purin-6-amine). As a reaction SMILES: FC(F)(F)C(O)=O.[CH2:8]([O:12][C:13]1[NH:14][C:15]([NH2:24])=[C:16]2[C:20]([N:21]=1)=[N:19][C:18]([O:22][CH3:23])=[N:17]2)[CH2:9][CH2:10][CH3:11].C(=O)([O-])[O-].[K+].[K+].Br[CH2:32][CH2:33][CH:34]1[CH2:38][CH2:37][CH2:36][O:35]1.O>CN(C)C=O>[CH2:8]([O:12][C:13]1[N:21]=[C:20]2[C:16]([N:17]=[C:18]([O:22][CH3:23])[N:19]2[CH2:32][CH2:33][CH:34]2[CH2:38][CH2:37][CH2:36][O:35]2)=[C:15]([NH2:24])[N:14]=1)[CH2:9][CH2:10][CH3:11] |f:0.1,2.3.4|. Procedure: A stirring mixture of 2-butoxy-8-methoxy-1H-purin-6-amine trifluoroacetate salt (200 mg) and potassium carbonate (236 mg) in dry N,N-dimethylformamide (2 ml) was heated with stirring at 60° C. for 1 h. 2-(2-Bromoethyl)tetrahydrofuran (122 mg) was added and the stirring mixture heated at 50° C. for 4 h. After allowing to cool, water was added and the mixture extracted three times with ethyl acetate. The combined extracts were washed with water then brine, dried by passing through a phase separati... The reactants are [BH4-].[Na+] (sodium borohydride), ketone, CC1(C(C2CCC1C2)CCC(CCC2C1CCC(C2(C)C)C1)=O)C (1,5-di-(3,3-dimethylnorborn-2-yl)-3-pentanone). Run in C(C)O (ethanol). Product: CC1(C(C2CCC1C2)CCC(CCC2C1CCC(C2(C)C)C1)O)C (1,5-Di-(3,3-dimethylnorborn-2-yl)-3-pentanol). As a reaction SMILES: [CH3:1][C:2]1([CH3:24])[CH:7]2[CH2:8][CH:4]([CH2:5][CH2:6]2)[CH:3]1[CH2:9][CH2:10][C:11](=[O:23])[CH2:12][CH2:13][CH:14]1[C:19]([CH3:21])([CH3:20])[CH:18]2[CH2:22][CH:15]1[CH2:16][CH2:17]2.[BH4-].[Na+]>C(O)C>[CH3:1][C:2]1([CH3:24])[CH:7]2[CH2:8][CH:4]([CH2:5][CH2:6]2)[CH:3]1[CH2:9][CH2:10][CH:11]([OH:23])[CH2:12][CH2:13][CH:14]1[C:19]([CH3:20])([CH3:21])[CH:18]2[CH2:22][CH:15]1[CH2:16][CH2:17]2 |f:1.2|. Reported procedure: The ketone, 1,5-di-(3,3-dimethylnorborn-2-yl)-3-pentanone (2 grams) was dissolved in 100 ml. of ethanol and stirred with 2 grams of sodium borohydride overnight. The solvent was removed in vacuo and the residue partitioned between ethyl ether and water. The organic layer was dried over sodium sulfate. After filtration, and removal of solvent a colorless oil was obtained that crystallized on standing, m.p. 55° C.-56° C. The reactants are Cl.NCC=1C=C(C(C(=O)OC)=CC1)O (Methyl 4-aminomethylsalicylate hydrochloride), C(C)(C)N(C(C)C)CC (N,N-diisopropylethylamine), C(C1=CC=CC=C1)OC(=O)ON1C(CCC1=O)=O (N-(benzyloxycarbonyloxy)succinimide). Run in hexanes, C(Cl)(Cl)Cl (chloroform). Reaction conditions: time 4 hour. Product: C(C1=CC=CC=C1)OC(=O)NCC=1C=C(C(C(=O)OC)=CC1)O (methyl N-(benzyloxycarbonyl)-4-aminomethylsalicylate). The yield is 84.3%. As a reaction SMILES: Cl.[NH2:2][CH2:3][C:4]1[CH:5]=[C:6]([OH:14])[C:7](=[CH:12][CH:13]=1)[C:8]([O:10][CH3:11])=[O:9].C(N(CC)C(C)C)(C)C.[CH2:24]([O:31][C:32](ON1C(=O)CCC1=O)=[O:33])[C:25]1[CH:30]=[CH:29][CH:28]=[CH:27][CH:26]=1>C(Cl)(Cl)Cl>[CH2:24]([O:31][C:32]([NH:2][CH2:3][C:4]1[CH:5]=[C:6]([OH:14])[C:7](=[CH:12][CH:13]=1)[C:8]([O:10][CH3:11])=[O:9])=[O:33])[C:25]1[CH:30]=[CH:29][CH:28]=[CH:27][CH:26]=1 |f:0.1|. Reported procedure: Methyl 4-aminomethylsalicylate hydrochloride (5.04 g, 23.2 mmoles) was suspended in chloroform (80 mL) and N,N-diisopropylethylamine (4.10 mL, 23.5 mmoles) and N-(benzyloxycarbonyloxy)succinimide (6.48 g, 26.0 mmoles) were added. The reaction mixture was stirred at room temperature for 4 hours, during which time all solids dissolved. The reaction mixture was then extracted with 1N aqueous hydrochloric acid (100 mL), water (75 mL), and saturated aqueous sodium chloride (50 mL). The chloroform sol... The reactants are C(C)(C)(C)OC(=O)N1CN(CCC1)C(=O)OC(C)(C)C (1,3-Di-tert-buyloxycarbonyl-tetrahydropyrimidine), Mg(ClO4)2, CC#N (CH3CN). The solvent is C(Cl)(Cl)Cl (CHCl3). The product is EtOAc hexanes, C(C)(C)(C)OC(=O)N1CNCC=C1 (Tert-Butyloxycarbonyl-tetrahydropyrimidine). Isolated yield 75.0%. RXN SMILES: [C:1]([O:5][C:6]([N:8]1[CH2:13][CH2:12][CH2:11][N:10](C(OC(C)(C)C)=O)[CH2:9]1)=[O:7])([CH3:4])([CH3:3])[CH3:2].CC#N>C(Cl)(Cl)Cl>[C:1]([O:5][C:6]([N:8]1[CH:13]=[CH:12][CH2:11][NH:10][CH2:9]1)=[O:7])([CH3:4])([CH3:2])[CH3:3]. Procedure: A solution of 5-2 (19.0 g, 63 mmol), Mg(ClO4)2 (2.8 g, 12.7 mmol), and CH3CN was heated at 50° C. for 2 hr. The cooled solution was diluted with CHCl3 and then washed with 1N HCl, sat. NaHCO3, and brine, dried (MgSO4), and concentrated. Flash chromatography (silica, 75% EtOAc/hexanes→EtOAc) gave 5-3 as a brown solid.